This data is from the Open Reaction Database (ORD), a public repository of structured organic reaction records. The task is: describe an organic reaction: reactants, conditions, products, and yield Starting materials: CN1C(=O)C(Br)=C(Br)C1=O, O=C([O-])[O-], C1COCCN1, [Cs+], [Cs+], CN(C)C=O. The product is CN1C(=O)C(Br)=C(N2CCOCC2)C1=O. As a reaction SMILES: [Br:1][C:2]1=[C:7]([Br:8])[C:6](=[O:9])[N:5]([CH3:10])[C:3]1=[O:4].[C:11](=[O:12])([O-:13])[O-:14].[CH2:17]1[CH2:18][O:19][CH2:20][CH2:21][NH:22]1.[Cs+:15].[Cs+:16].[O:23]=[CH:24][N:25]([CH3:26])[CH3:27]>>[C:2]1([N:22]2[CH2:17][CH2:18][O:19][CH2:20][CH2:21]2)=[C:7]([Br:8])[C:6](=[O:9])[N:5]([CH3:10])[C:3]1=[O:4]. The reactants are COS(=O)(=O)OC, CO, [K+], [OH-], Sc1nc2cccccc-2n1. The product is CSc1nc2cccccc-2n1. Reaction SMILES: [CH3:14][O:15][S:16](=[O:17])(=[O:18])[O:19][CH3:20].[CH3:21][OH:22].[K+:2].[OH-:1].[SH:3][c:4]1[n:5][c:6]2[cH:13][cH:12][cH:11][cH:10][cH:9][c:7]-2[n:8]1>>[S:3]([c:4]1[n:5][c:6]2[cH:13][cH:12][cH:11][cH:10][cH:9][c:7]-2[n:8]1)[CH3:14].